Task: describe an organic reaction: reactants, conditions, products, and yield. Dataset: the Open Reaction Database (ORD), a public repository of structured organic reaction records Reactants: FC(OC1=CC=C(C=C1)N1N=C(N=C1)C1=CC=C(C=O)C=C1)(F)F (4-(1-(4-(trifluoromethoxy)phenyl)-1H-1,2,4-triazol-3-yl)benzaldehyde), FC1=C(C(=CC=C1)C(C)C)NC(=S)NN (N-(2-fluoro-6-isopropylphenyl)hydrazinecarbothioamide). Run in CO (methanol). Conditions: temperature 65 celsius, time 6 hour. Product: FC1=C(C(=CC=C1)C(C)C)NC(=S)N/N=C/C1=CC=C(C=C1)C1=NN(C=N1)C1=CC=C(C=C1)OC(F)(F)F ((E)-N-(2-fluoro-6-isopropylphenyl)-2-(4-(1-(4-(trifluoromethoxy)phenyl)-1H-1,2,4-triazol-3-yl)benzylidene)hydrazinecarbothioamide). Isolated yield 73.2%. As a reaction SMILES: [F:1][C:2]([F:24])([F:23])[O:3][C:4]1[CH:9]=[CH:8][C:7]([N:10]2[CH:14]=[N:13][C:12]([C:15]3[CH:22]=[CH:21][C:18]([CH:19]=O)=[CH:17][CH:16]=3)=[N:11]2)=[CH:6][CH:5]=1.[F:25][C:26]1[CH:31]=[CH:30][CH:29]=[C:28]([CH:32]([CH3:34])[CH3:33])[C:27]=1[NH:35][C:36]([NH:38][NH2:39])=[S:37]>CO>[F:25][C:26]1[CH:31]=[CH:30][CH:29]=[C:28]([CH:32]([CH3:33])[CH3:34])[C:27]=1[NH:35][C:36]([NH:38]/[N:39]=[CH:19]/[C:18]1[CH:21]=[CH:22][C:15]([C:12]2[N:13]=[CH:14][N:10]([C:7]3[CH:8]=[CH:9][C:4]([O:3][C:2]([F:24])([F:23])[F:1])=[CH:5][CH:6]=3)[N:11]=2)=[CH:16][CH:17]=1)=[S:37]. Reported procedure: To a solution of 4-(1-(4-(trifluoromethoxy)phenyl)-1H-1,2,4-triazol-3-yl)benzaldehyde (0.760 g, 2.28 mmol) in methanol (22.8 mL) in a 100 mL round-bottomed flask equipped with a magnetic stir bar and reflux condenser was added N-(2-fluoro-6-isopropylphenyl)hydrazinecarbothioamide (0.518 g, 2.28 mmol), and the reaction was heated to 65° C. and stirred for 6 hours. The temperature was lowered to 50° C. and the reaction was stirred overnight. The reaction was cooled to room temperature and the resu... Reactants: CN(C)CC1=CC=2CN(CCC2O1)C(=O)C=1C=CC=2C(C3=CC=CC=C3S(C2C1)(=O)=O)=O (N,N-Dimethyl-[5-(9,10,10-trioxo-9,10-dihydro-10λ6 -thioxanthene-3-carbonyl)-4,5,6,7-tetrahydrofuro[3,2-c]pyridin-2-ylmethyl]amine), Cl (hydrogen chloride). The solvent is CO (methanol), C(C)(=O)OCC (ethyl acetate). Yields the product Cl.CN(C)CC1=CC=2CN(CCC2O1)C(=O)C=1C=CC=2C(C3=CC=CC=C3S(C2C1)(=O)=O)=O (N,N-dimethyl-[5-(9,10,10-trioxo-9,10-dihydro-10λ6 -thioxanthene-3-carbonyl)-4,5,6,7-tetrahydrofuro[3,2-c]pyridin-2-ylmethyl]amine hydrochloride). As a reaction SMILES: [CH3:1][N:2]([CH2:4][C:5]1[O:13][C:12]2[CH2:11][CH2:10][N:9]([C:14]([C:16]3[CH:17]=[CH:18][C:19]4[C:20](=[O:32])[C:21]5[C:26]([S:27](=[O:31])(=[O:30])[C:28]=4[CH:29]=3)=[CH:25][CH:24]=[CH:23][CH:22]=5)=[O:15])[CH2:8][C:7]=2[CH:6]=1)[CH3:3].[ClH:33]>CO.C(OCC)(=O)C>[ClH:33].[CH3:3][N:2]([CH2:4][C:5]1[O:13][C:12]2[CH2:11][CH2:10][N:9]([C:14]([C:16]3[CH:17]=[CH:18][C:19]4[C:20](=[O:32])[C:21]5[C:26]([S:27](=[O:30])(=[O:31])[C:28]=4[CH:29]=3)=[CH:25][CH:24]=[CH:23][CH:22]=5)=[O:15])[CH2:8][C:7]=2[CH:6]=1)[CH3:1] |f:4.5|. Procedure: N,N-Dimethyl-[5-(9,10,10-trioxo-9,10-dihydro-10λ6 -thioxanthene-3-carbonyl)-4,5,6,7-tetrahydrofuro[3,2-c]pyridin-2-ylmethyl]amine 0.088 g was dissolved in 2 ml of methanol; hydrogen chloride in ethyl acetate was added in excess, followed by stirring. After this mixture was concentrated, the resulting solid was washed with diethyl ether to yield the desired product.